This data is from the Open Reaction Database (ORD), a public repository of structured organic reaction records. The task is: describe an organic reaction: reactants, conditions, products, and yield Reactants: BrC=1C=C(C=O)C(=CN1)F (2-bromo-5-fluoroisonicotinaldehyde), FC1=C(CP(OCC)(OCC)=O)C=CC=C1 (diethyl 2-fluorobenzylphosphonate), CC(C)([O-])C.[K+] (potassium tert-butoxide). Run in O1CCCC1 (tetrahydrofuran). Reaction conditions: temperature 0 celsius, time 45 minute. The product is BrC1=NC=C(C(=C1)\C=C\C1=C(C=CC=C1)F)F ((E)-2-Bromo-5-fluoro-4-(2-fluorostyryl)pyridine). RXN SMILES: [Br:1][C:2]1[CH:3]=[C:4]([C:7]([F:10])=[CH:8][N:9]=1)[CH:5]=O.[F:11][C:12]1[CH:26]=[CH:25][CH:24]=[CH:23][C:13]=1[CH2:14]P(=O)(OCC)OCC.CC(C)([O-])C.[K+]>O1CCCC1>[Br:1][C:2]1[CH:3]=[C:4](/[CH:5]=[CH:14]/[C:13]2[CH:23]=[CH:24][CH:25]=[CH:26][C:12]=2[F:11])[C:7]([F:10])=[CH:8][N:9]=1 |f:2.3|. Reported procedure: To a solution of 2-bromo-5-fluoroisonicotinaldehyde (2 g, 9.80 mmol) and diethyl 2-fluorobenzylphosphonate (2.66 g, 10.78 mmol) in tetrahydrofuran (80 mL) at 0° C., was added potassium tert-butoxide(1M in tetrahydrofuran, 12.75 mL, 12.75 mmol) dropwise over a couple of minutes. When addition was complete, the reaction was allowed to stir at 0° C. for 45 min and quenched by addition of saturated ammonium chloride. The reaction was diluted with ether, washed with water (4×), then brine, dried over...